From a dataset of the Open Reaction Database (ORD), a public repository of structured organic reaction records. describe an organic reaction: reactants, conditions, products, and yield The reactants are CO, Cc1[nH]cnc1C=C1CCc2cccnc2C1=O, ClC(Cl)Cl. The product is Cc1[nH]cnc1CC1CCc2cccnc2C1=O. Reaction SMILES: [CH3:19][OH:20].[CH3:1][c:2]1[c:3]([CH:7]=[C:8]2[CH2:9][CH2:10][c:11]3[cH:12][cH:13][cH:14][n:15][c:16]3[C:17]2=[O:18])[n:4][cH:5][nH:6]1.[CH:21]([Cl:22])([Cl:23])[Cl:24]>>[CH3:1][c:2]1[c:3]([CH2:7][CH:8]2[CH2:9][CH2:10][c:11]3[cH:12][cH:13][cH:14][n:15][c:16]3[C:17]2=[O:18])[n:4][cH:5][nH:6]1. Procedure: A mixture of 2-[4-(prop-2-yn-1-yl)-2,3,5,6-tetrafluorobenzyloxy]tetrahydropyran (0.8 g), dilute hydrochloric acid (2N, 5 cm3) and methanol (30 cm3) was stirred together at the ambient temperature for 2 hours, after which the more volatile portion was removed by evaporation under reduced pressure. The residue was extracted with diethyl ether, the extracts combined, washed with water, and dried over anhydrous magnesium sulphate. Removal of the solvent by evaporation under reduced pressure yielded ... Yield: 86.6%. Reaction conditions: time 2 hour. Run in CO (methanol). Yields the product C(C#C)C1=C(C(=C(CO)C(=C1F)F)F)F (4-(prop-2-yn-1-yl)-2,3,5,6-tetrafluorobenzyl alcohol). Starting materials: C(C#C)C1=C(C(=C(COC2OCCCC2)C(=C1F)F)F)F (2-[4-(prop-2-yn-1-yl)-2,3,5,6-tetrafluorobenzyloxy]tetrahydropyran), Cl (hydrochloric acid). RXN SMILES: [CH2:1]([C:4]1[C:17]([F:18])=[C:16]([F:19])[C:7]([CH2:8][O:9]C2CCCCO2)=[C:6]([F:20])[C:5]=1[F:21])[C:2]#[CH:3].Cl>CO>[CH2:1]([C:4]1[C:5]([F:21])=[C:6]([F:20])[C:7]([CH2:8][OH:9])=[C:16]([F:19])[C:17]=1[F:18])[C:2]#[CH:3]. RXN SMILES: [CH3:1][C:2](=[O:3])[OH:4].[CH:10]1([n:13]2[cH:14][c:15]([C:30](=[O:31])[O:32][CH2:33][CH3:34])[c:16](=[O:29])[c:17]3[cH:18][c:19]([F:28])[c:20]([F:27])[c:21]([O:23][CH:24]([F:25])[F:26])[c:22]23)[CH2:11][CH2:12]1.[OH2:35].[S:5](=[O:6])(=[O:7])([OH:8])[OH:9]>>[CH:10]1([n:13]2[cH:14][c:15]([C:30](=[O:31])[OH:32])[c:16](=[O:29])[c:17]3[cH:18][c:19]([F:28])[c:20]([F:27])[c:21]([O:23][CH:24]([F:25])[F:26])[c:22]23)[CH2:11][CH2:12]1. Starting materials: CC(=O)O, CCOC(=O)c1cn(C2CC2)c2c(OC(F)F)c(F)c(F)cc2c1=O, O, O=S(=O)(O)O. Yields the product O=C(O)c1cn(C2CC2)c2c(OC(F)F)c(F)c(F)cc2c1=O. Reactants: CN(C(COCC=1C=NC=C(C1)C=1C=NC=2NCCCC2C1)=O)C (N,N-dimethyl-2-[5-(5,6,7,8-tetrahydro-[1,8]naphthyridin-3-yl)-pyridin-3-ylmethoxy]-acetamide), FC(C(=O)O)(F)F (trifluoroacetic acid). Run in C(Cl)Cl (DCM). Product: C(C)(C)(C)OC(=O)N1CCCC2=CC(=CN=C12)C=1C=NC=C(C1)COCC(N(C)C)=O (6-(5-Dimethylcarbamoylmethoxymethyl-pyridin-3-yl)-3,4-dihydro-2H-[1,8]naphthyridine-1-carboxylic acid tert-butyl ester). Reaction SMILES: [CH3:1][N:2]([CH3:24])[C:3](=[O:23])[CH2:4][O:5][CH2:6][C:7]1[CH:8]=[N:9][CH:10]=[C:11]([C:13]2[CH:14]=[N:15][C:16]3[NH:17][CH2:18][CH2:19][CH2:20][C:21]=3[CH:22]=2)[CH:12]=1.FC(F)(F)[C:27]([OH:29])=[O:28]>C(Cl)Cl>[C:7]([O:29][C:27]([N:17]1[C:16]2[C:21](=[CH:22][C:13]([C:11]3[CH:10]=[N:9][CH:8]=[C:7]([CH2:6][O:5][CH2:4][C:3](=[O:23])[N:2]([CH3:24])[CH3:1])[CH:12]=3)=[CH:14][N:15]=2)[CH2:20][CH2:19][CH2:18]1)=[O:28])([CH3:8])([CH3:12])[CH3:6]. Procedure details: 6-(5-Dimethylcarbamoylmethoxymethyl-pyridin-3-yl)-3,4-dihydro-2H-[1,8]naphthyridine-1-carboxylic acid tert-butyl ester is synthesized according to the procedure of Suzuki Coupling Method III, as illustrated above. It is then used to prepare N,N-dimethyl-2-[5-(5,6,7,8-tetrahydro-[1,8]naphthyridin-3-yl)-pyridin-3-ylmethoxy]-acetamide according to the procedure for Step 2 of Example 27 using 20% trifluoroacetic acid in DCM as the reagent. Reactants: O=C([O-])[O-], CN(C)C=O, [Cl-], [K+], [K+], O, COc1cc(COc2nn(C)cc2C=O)ccc1OCc1nc(-c2ccco2)oc1C, c1ccc([P+](Cc2cscn2)(c2ccccc2)c2ccccc2)cc1. Product: COc1cc(COc2nn(C)cc2C=Cc2cscn2)ccc1OCc1nc(-c2ccco2)oc1C. Reaction SMILES: [C:58](=[O:59])([O-:60])[O-:61].[CH3:64][N:65]([CH3:66])[CH:67]=[O:68].[Cl-:32].[K+:62].[K+:63].[OH2:69].[o:1]1[c:2](-[c:6]2[o:7][c:8]([CH3:31])[c:9]([CH2:11][O:12][c:13]3[c:14]([O:29][CH3:30])[cH:15][c:16]([CH2:17][O:18][c:19]4[n:20][n:21]([CH3:26])[cH:22][c:23]4[CH:24]=[O:25])[cH:27][cH:28]3)[n:10]2)[cH:3][cH:4][cH:5]1.[s:33]1[cH:34][n:35][c:36]([CH2:38][P+:39]([c:40]2[cH:41][cH:42][cH:43][cH:44][cH:45]2)([c:46]2[cH:47][cH:48][cH:49][cH:50][cH:51]2)[c:52]2[cH:53][cH:54][cH:55][cH:56][cH:57]2)[cH:37]1>>[o:1]1[c:2](-[c:6]2[o:7][c:8]([CH3:31])[c:9]([CH2:11][O:12][c:13]3[c:14]([O:29][CH3:30])[cH:15][c:16]([CH2:17][O:18][c:19]4[n:20][n:21]([CH3:26])[cH:22][c:23]4[CH:24]=[CH:38][c:36]4[n:35][cH:34][s:33][cH:37]4)[cH:27][cH:28]3)[n:10]2)[cH:3][cH:4][cH:5]1. Starting materials: C(C)(=O)NNC(=O)C=1C(=NOC1C=1C=NN(C1C(F)(F)F)C=1C=C(C=CC1)NC(C)=O)C1=C(C=CC=C1F)Cl (N-(3-(4-(4-(2-acetylhydrazinecarbonyl)-3-(2-chloro-6-fluorophenyl) isoxazol-5-yl)-5-(trifluoromethyl)-1H-pyrazol-1-yl)phenyl)acetamide), C(C)(=O)OC(C)=O (Acetic anhydride). Run in C(C)(=O)O (acetic acid), O (water). Reaction conditions: temperature 140 celsius. Product: ClC1=C(C(=CC=C1)F)C1=NOC(=C1C=1OC(=NN1)C)C=1C=NN(C1C(F)(F)F)C=1C=C(C=CC1)NC(C)=O (N-(3-(4-(3-(2-chloro-6-fluorophenyl)-4-(5-methyl-1,3,4-oxadiazol-2-yl)isoxazol-5-yl)-5-(trifluoromethyl)-1H-pyrazol-1-yl)phenyl)acetamide). RXN SMILES: [C:1]([NH:4][NH:5][C:6]([C:8]1[C:9]([C:32]2[C:37]([F:38])=[CH:36][CH:35]=[CH:34][C:33]=2[Cl:39])=[N:10][O:11][C:12]=1[C:13]1[CH:14]=[N:15][N:16]([C:22]2[CH:23]=[C:24]([NH:28][C:29](=[O:31])[CH3:30])[CH:25]=[CH:26][CH:27]=2)[C:17]=1[C:18]([F:21])([F:20])[F:19])=[O:7])(=O)[CH3:2].C(OC(=O)C)(=O)C>C(O)(=O)C.O>[Cl:39][C:33]1[CH:34]=[CH:35][CH:36]=[C:37]([F:38])[C:32]=1[C:9]1[C:8]([C:6]2[O:7][C:1]([CH3:2])=[N:4][N:5]=2)=[C:12]([C:13]2[CH:14]=[N:15][N:16]([C:22]3[CH:23]=[C:24]([NH:28][C:29](=[O:31])[CH3:30])[CH:25]=[CH:26][CH:27]=3)[C:17]=2[C:18]([F:20])([F:19])[F:21])[O:11][N:10]=1. Procedure: The intermediate N-(3-(4-(4-(2-acetylhydrazinecarbonyl)-3-(2-chloro-6-fluorophenyl) isoxazol-5-yl)-5-(trifluoromethyl)-1H-pyrazol-1-yl)phenyl)acetamide (25.0 mg, 0.044 mmol) was dissolved in acetic acid (1.50 mL). Acetic anhydride (104 μL, 1.1 mmol) was added and the reaction mixture was heated in the microwave to 140° C. for 8 h. The reaction mixture was diluted with water (40 mL) and extracted with CH2Cl2 (3×20 mL). The combined organic layers were washed with water (10 mL), dried over Na2SO4 ... Reaction SMILES: [C:17]([n:18]1[cH:19][cH:20][n:21][cH:22]1)([n:23]1[cH:24][cH:25][n:26][cH:27]1)=[O:28].[C:1]([CH3:2])([CH3:3])([CH3:4])[O:5][C:6](=[O:7])[N:8]1[CH2:9][CH2:10][CH:11]([C:14](=[O:15])[OH:16])[CH2:12][CH2:13]1.[CH3:30][NH:31][O:32][CH3:33].[Cl:34][CH2:35][Cl:36].[ClH:29]>>[C:1]([CH3:2])([CH3:3])([CH3:4])[O:5][C:6](=[O:7])[N:8]1[CH2:9][CH2:10][CH:11]([C:14](=[O:16])[N:31]([CH3:30])[O:32][CH3:33])[CH2:12][CH2:13]1. The reactants are O=C(n1ccnc1)n1ccnc1, CC(C)(C)OC(=O)N1CCC(C(=O)O)CC1, CNOC, ClCCl, Cl. Product: CON(C)C(=O)C1CCN(C(=O)OC(C)(C)C)CC1.